From a dataset of the Open Reaction Database (ORD), a public repository of structured organic reaction records. describe an organic reaction: reactants, conditions, products, and yield The reactants are COC(CC=1C=C(C(=CC1)OC)C1=C(C=C(C=C1)C(F)(F)F)CNCC)=O ((2′-ethylaminomethyl-6-methoxy-4′-trifluoromethyl-biphenyl-3-yl)-acetic acid methyl ester), C(C1=CC=CC=C1)OCC(=O)Cl (benzyloxyacetyl chloride). Product: COC(CC=1C=C(C(=CC1)OC)C1=C(C=C(C=C1)C(F)(F)F)CN(CC)C(COCC1=CC=CC=C1)=O)=O ((2′-{[(2-Benzyloxy-acetyl)-ethyl-amino]-methyl}-6-methoxy-4′-trifluoromethyl-biphenyl-3-yl)-acetic acid methyl ester). As a reaction SMILES: [CH3:1][O:2][C:3](=[O:27])[CH2:4][C:5]1[CH:6]=[C:7]([C:13]2[CH:18]=[CH:17][C:16]([C:19]([F:22])([F:21])[F:20])=[CH:15][C:14]=2[CH2:23][NH:24][CH2:25][CH3:26])[C:8]([O:11][CH3:12])=[CH:9][CH:10]=1.[CH2:28]([O:35][CH2:36][C:37](Cl)=[O:38])[C:29]1[CH:34]=[CH:33][CH:32]=[CH:31][CH:30]=1>>[CH3:1][O:2][C:3](=[O:27])[CH2:4][C:5]1[CH:6]=[C:7]([C:13]2[CH:18]=[CH:17][C:16]([C:19]([F:21])([F:20])[F:22])=[CH:15][C:14]=2[CH2:23][N:24]([C:37](=[O:38])[CH2:36][O:35][CH2:28][C:29]2[CH:34]=[CH:33][CH:32]=[CH:31][CH:30]=2)[CH2:25][CH3:26])[C:8]([O:11][CH3:12])=[CH:9][CH:10]=1. Reported procedure: Prepared according to the procedure described in Example 1, Step 6, using the following starting materials: (2′-ethylaminomethyl-6-methoxy-4′-trifluoromethyl-biphenyl-3-yl)-acetic acid methyl ester and benzyloxyacetyl chloride.